Dataset: the Open Reaction Database (ORD), a public repository of structured organic reaction records. Task: describe an organic reaction: reactants, conditions, products, and yield Reactants: BrC=1C=NC=C(C1)Br (3,5-dibromopyridine), C=1C=CC(=CC1)P(C=2C=CC=CC2)C3=CC=C4C=CC=CC4=C3C5=C6C=CC=CC6=CC=C5P(C=7C=CC=CC7)C=8C=CC=CC8 (rac-BINAP), CC(C)([O-])C.[Na+] (sodium tert-butoxide), COC[C@H]1NCCC1 ((S)-2-methoxymethyl-pyrrolidine). The reagents and catalysts are C=1C=CC(=CC1)/C=C/C(=O)/C=C/C2=CC=CC=C2.C=1C=CC(=CC1)/C=C/C(=O)/C=C/C2=CC=CC=C2.C=1C=CC(=CC1)/C=C/C(=O)/C=C/C2=CC=CC=C2.[Pd].[Pd] (Pd2(dba)3). Yields the product BrC=1C=NC=C(C1)N1[C@@H](CCC1)COC (3-Bromo-5-((S)-2-methoxymethyl-pyrrolidin-1-yl)-pyridine). As a reaction SMILES: [CH3:1][O:2][CH2:3][C@@H:4]1[CH2:8][CH2:7][CH2:6][NH:5]1.[Br:9][C:10]1[CH:11]=[N:12][CH:13]=[C:14](Br)[CH:15]=1.C1C=CC(P(C2C(C3C(P(C4C=CC=CC=4)C4C=CC=CC=4)=CC=C4C=3C=CC=C4)=C3C(C=CC=C3)=CC=2)C2C=CC=CC=2)=CC=1.CC(C)([O-])C.[Na+]>C1C=CC(/C=C/C(/C=C/C2C=CC=CC=2)=O)=CC=1.C1C=CC(/C=C/C(/C=C/C2C=CC=CC=2)=O)=CC=1.C1C=CC(/C=C/C(/C=C/C2C=CC=CC=2)=O)=CC=1.[Pd].[Pd]>[Br:9][C:10]1[CH:11]=[N:12][CH:13]=[C:14]([N:5]2[CH2:6][CH2:7][CH2:8][C@H:4]2[CH2:3][O:2][CH3:1])[CH:15]=1 |f:3.4,5.6.7.8.9|. Reported procedure: In analogy to the procedure described for the preparation of intermediate A-3 [B], (S)-2-methoxymethyl-pyrrolidine was reacted with 3,5-dibromopyridine in the presence of Pd2(dba)3, rac-BINAP and sodium tert-butoxide to give the title compound as a yellow oil. MS: 271.1, 273.1 (M+H+).